From a dataset of the Open Reaction Database (ORD), a public repository of structured organic reaction records. describe an organic reaction: reactants, conditions, products, and yield The reactants are COc1cc2ncnc(Oc3ccc(N)cc3)c2cc1OC, CCO, Cc1cccc(C(=O)N=C=S)c1, Cc1ccccc1. The product is COc1cc2ncnc(Oc3ccc(NC(=S)NC(=O)c4cccc(C)c4)cc3)c2cc1OC. As a reaction SMILES: [CH3:1][O:2][c:3]1[cH:4][c:5]2[c:6]([O:15][c:16]3[cH:17][cH:18][c:19]([NH2:20])[cH:21][cH:22]3)[n:7][cH:8][n:9][c:10]2[cH:11][c:12]1[O:13][CH3:14].[CH3:23][CH2:24][OH:25].[CH3:26][c:27]1[cH:28][c:29]([C:33](=[O:34])[N:35]=[C:36]=[S:37])[cH:30][cH:31][cH:32]1.[CH3:38][c:39]1[cH:40][cH:41][cH:42][cH:43][cH:44]1>>[CH3:1][O:2][c:3]1[cH:4][c:5]2[c:6]([O:15][c:16]3[cH:17][cH:18][c:19]([NH:20][C:36]([NH:35][C:33]([c:29]4[cH:28][c:27]([CH3:26])[cH:32][cH:31][cH:30]4)=[O:34])=[S:37])[cH:21][cH:22]3)[n:7][cH:8][n:9][c:10]2[cH:11][c:12]1[O:13][CH3:14]. Reactants: CC(C)(C)OC(=O)N1CCNCC1CO, CCSC1=NC(=O)C(=Cc2ccc3c(cnn3Cc3ccc(C(F)(F)F)cc3C(F)(F)F)c2)S1. Yields the product CC(C)(C)OC(=O)N1CCN(C2=NC(=O)C(=Cc3ccc4c(cnn4Cc4ccc(C(F)(F)F)cc4C(F)(F)F)c3)S2)CC1CO. Reaction SMILES: [C:35]([CH3:36])([CH3:37])([CH3:38])[O:39][C:40](=[O:41])[N:42]1[CH:43]([CH2:48][OH:49])[CH2:44][NH:45][CH2:46][CH2:47]1.[F:1][C:2]([c:3]1[c:4]([CH2:5][n:6]2[n:7][cH:8][c:9]3[cH:10][c:11]([CH:15]=[C:16]4[C:17](=[O:24])[N:18]=[C:19]([S:21][CH2:22][CH3:23])[S:20]4)[cH:12][cH:13][c:14]23)[cH:25][cH:26][c:27]([C:29]([F:30])([F:31])[F:32])[cH:28]1)([F:33])[F:34]>>[F:1][C:2]([c:3]1[c:4]([CH2:5][n:6]2[n:7][cH:8][c:9]3[cH:10][c:11]([CH:15]=[C:16]4[C:17](=[O:24])[N:18]=[C:19]([N:45]5[CH2:44][CH:43]([CH2:48][OH:49])[N:42]([C:40]([O:39][C:35]([CH3:36])([CH3:37])[CH3:38])=[O:41])[CH2:47][CH2:46]5)[S:20]4)[cH:12][cH:13][c:14]23)[cH:25][cH:26][c:27]([C:29]([F:30])([F:31])[F:32])[cH:28]1)([F:33])[F:34]. The reactants are CCN=C=NCCCN(C)C, CC(C)(O)CC1CCNCC1, COc1ccc2[nH]c(C(=O)O)cc2c1, Cl, Cl, CN(C)C=O, On1nnc2ccccc21. Product: COc1ccc2[nH]c(C(=O)N3CCC(CC(C)(C)O)CC3)cc2c1. Reaction SMILES: [CH2:27]([N:28]=[C:29]=[N:30][CH2:31][CH2:32][CH2:33][N:34]([CH3:35])[CH3:36])[CH3:37].[CH3:15][C:16]([CH2:17][CH:18]1[CH2:19][CH2:20][NH:21][CH2:22][CH2:23]1)([CH3:24])[OH:25].[CH3:1][O:2][c:3]1[cH:4][c:5]2[cH:6][c:7]([C:12](=[O:13])[OH:14])[nH:8][c:9]2[cH:10][cH:11]1.[ClH:26].[ClH:48].[O:49]=[CH:50][N:51]([CH3:52])[CH3:53].[OH:38][n:39]1[c:40]2[cH:41][cH:42][cH:43][cH:44][c:45]2[n:46][n:47]1>>[CH3:1][O:2][c:3]1[cH:4][c:5]2[cH:6][c:7]([C:12](=[O:14])[N:21]3[CH2:20][CH2:19][CH:18]([CH2:17][C:16]([CH3:15])([CH3:24])[OH:25])[CH2:23][CH2:22]3)[nH:8][c:9]2[cH:10][cH:11]1. Conditions: time 40 minute. Reaction SMILES: [CH2:1]([N:8]1[C:17](=[O:18])[C:16]2[C:11](=[CH:12][C:13]([Cl:19])=[CH:14][CH:15]=2)[N:10]([C:20]([CH:22]2[CH2:26][CH2:25][CH2:24][NH:23]2)=O)C1)[C:2]1[CH:7]=[CH:6][CH:5]=[CH:4][CH:3]=1.[C:27]1([CH3:35])[CH:32]=[CH:31][C:30]([CH:33]=O)=[CH:29][CH:28]=1>ClCCl>[CH2:1]([N:8]1[C:17](=[O:18])[C:16]2[C:11](=[CH:12][C:13]([Cl:19])=[CH:14][CH:15]=2)[N:10]=[C:20]1[CH:22]1[CH2:26][CH2:25][CH2:24][N:23]1[CH2:33][C:30]1[CH:31]=[CH:32][C:27]([CH3:35])=[CH:28][CH:29]=1)[C:2]1[CH:7]=[CH:6][CH:5]=[CH:4][CH:3]=1. The yield is 23.7%. Yields the product C(C1=CC=CC=C1)N1C(=NC2=CC(=CC=C2C1=O)Cl)C1N(CCC1)CC1=CC=C(C=C1)C (3-Benzyl-7-chloro-2-[1-(4-methyl-benzyl)-pyrrolidin-2-yl]-3H-quinazolin-4-one). Procedure: Formula I where U—V is —N(R6)—CReRf—; R1, R2, R4, and Ra to Rf are H; R3 is chloro; R5 is benzyl: and R6 is p-methyl-benzyl: Crude 3-benzyl-7-chloro-1-(pyrrolidine-2-carbonyl)-2,3-dihydro-1H-quinazoline-4-one (170 mg, 0.50 mmol) dissolved in dichloromethane (5 mL) was treated with p-tolualdehyde (80 μL, 0.7 mmol) and NaHB(OAc)3 (350 mg, 1.65 mmol), and the mixture was stirred for 40 minutes at room temperature. The reaction was quenched with saturated NaHCO3 (2.2 mL) and the aqueous phase extrac... The reactants are C(C1=CC=CC=C1)N1CN(C2=CC(=CC=C2C1=O)Cl)C(=O)C1NCCC1 (3-benzyl-7-chloro-1-(pyrrolidine-2-carbonyl)-2,3-dihydro-1H-quinazoline-4-one), —N(R6)—CReRf, 3-benzyl-7-chloro-2-[1-(4-methyl-benzyl)-pyrrolidin-2-yl]-3Hquinazolin4, C1(=CC=C(C=C1)C=O)C (p-tolualdehyde), NaHB(OAc)3. Run in ClCCl (dichloromethane).